Dataset: the Open Reaction Database (ORD), a public repository of structured organic reaction records. Task: describe an organic reaction: reactants, conditions, products, and yield The reactants are CC(C)(C)OC(=O)NC(C(=O)N1CCCC1C(=O)O)C1CCCCC1, ClCCCl, CN1CCOCC1, [NH3+]Cc1cc(Cl)ccc1-c1cnsn1, O=C([O-])C(F)(F)F, CN(C)C=O, On1nnc2cccnc21. The product is CC(C)(C)OC(=O)NC(C(=O)N1CCCC1C(=O)NCc1cc(Cl)ccc1-c1cnsn1)C1CCCCC1. As a reaction SMILES: [C:22]([CH3:23])([CH3:24])([CH3:25])[O:26][C:27](=[O:28])[NH:29][CH:30]([C:31](=[O:32])[N:33]1[CH:34]([C:35](=[O:36])[OH:37])[CH2:38][CH2:39][CH2:40]1)[CH:41]1[CH2:42][CH2:43][CH2:44][CH2:45][CH2:46]1.[CH2:64]([Cl:65])[CH2:66][Cl:67].[CH3:57][N:58]1[CH2:59][CH2:60][O:61][CH2:62][CH2:63]1.[Cl:8][c:9]1[cH:10][cH:11][c:12](-[c:17]2[n:18][s:19][n:20][cH:21]2)[c:13]([CH2:14][NH3+:15])[cH:16]1.[F:1][C:2]([F:3])([F:4])[C:5]([O-:6])=[O:7].[O:68]=[CH:69][N:70]([CH3:71])[CH3:72].[OH:47][n:48]1[c:49]2[n:50][cH:51][cH:52][cH:53][c:54]2[n:55][n:56]1>>[Cl:8][c:9]1[cH:10][cH:11][c:12](-[c:17]2[n:18][s:19][n:20][cH:21]2)[c:13]([CH2:14][NH:15][C:35]([CH:34]2[N:33]([C:31]([CH:30]([NH:29][C:27]([O:26][C:22]([CH3:23])([CH3:24])[CH3:25])=[O:28])[CH:41]3[CH2:42][CH2:43][CH2:44][CH2:45][CH2:46]3)=[O:32])[CH2:40][CH2:39][CH2:38]2)=[O:36])[cH:16]1. Reactants: CO, CCOC(C)=O, O=C(OO)c1cccc(Cl)c1, NS(=O)(=O)c1cc2cnccc2o1. Yields the product NS(=O)(=O)c1cc2c[n+]([O-])ccc2o1. As a reaction SMILES: [CH3:25][OH:26].[CH3:27][CH2:28][O:29][C:30](=[O:31])[CH3:32].[Cl:14][c:15]1[cH:16][cH:17][cH:18][c:19]([C:20]([O:21][OH:23])=[O:22])[cH:24]1.[S:1]([NH2:2])(=[O:3])(=[O:4])[c:5]1[cH:6][c:7]2[cH:8][n:9][cH:10][cH:11][c:12]2[o:13]1>>[S:1]([NH2:2])(=[O:3])(=[O:4])[c:5]1[cH:6][c:7]2[cH:8][n+:9]([O-:22])[cH:10][cH:11][c:12]2[o:13]1. Reactants: C[C@H]1[C@@H]2[C@H](C[C@@H](O1)O[C@@H]3[C@@H](O[C@H](C[C@@H]3N(C)C)O[C@H]4C[C@@]([C@@H](C5=C4C(=C6C(=C5)C(=O)C7=C(C6=O)C(=CC=C7)O)O)C(=O)OC)(C)O)C)O[C@H]8CC(=O)[C@@H](O[C@H]8O2)C (auramycin B), Cl (hydrochloric acid), O (water), [OH-].[Na+] (sodium hydroxide). Solvent: CC(=O)C (acetone). Conditions: time 120 minute. Product: CC1C(C(CC(O1)OC2CC(C(C3=C2C(=C4C(=C3)C(=O)C5=C(C4=O)C(=CC=C5)O)O)C(=O)OC)(C)O)N(C)C)O (auramycin D). Yield: 54.4%. As a reaction SMILES: C[C@@H]1O[C@@H]([O:8][C@H:9]2[C@@H:14]([N:15]([CH3:17])[CH3:16])[CH2:13][C@H:12]([O:18][C@@H:19]3[C:24]4[C:25]([OH:40])=[C:26]5[C:33](=[O:34])[C:32]6[C:35]([OH:39])=[CH:36][CH:37]=[CH:38][C:31]=6[C:29](=[O:30])[C:27]5=[CH:28][C:23]=4[C@@H:22]([C:41]([O:43][CH3:44])=[O:42])[C@@:21]([OH:46])([CH3:45])[CH2:20]3)[O:11][C@H:10]2[CH3:47])C[C@@H]2O[C@@H]3[C@H](O[C@H]12)O[C@@H](C)C(=O)C3.Cl.[OH-].[Na+].O>CC(C)=O>[CH3:47][CH:10]1[O:11][CH:12]([O:18][CH:19]2[C:24]3[C:25]([OH:40])=[C:26]4[C:33](=[O:34])[C:32]5[C:35]([OH:39])=[CH:36][CH:37]=[CH:38][C:31]=5[C:29](=[O:30])[C:27]4=[CH:28][C:23]=3[CH:22]([C:41]([O:43][CH3:44])=[O:42])[C:21]([OH:46])([CH3:45])[CH2:20]2)[CH2:13][CH:14]([N:15]([CH3:17])[CH3:16])[CH:9]1[OH:8] |f:2.3|. Reported procedure: To a solution of 100 mg of auramycin B in 15 ml of acetone was added 0.3 ml of concentrated hydrochloric acid and hydrolysed at room temperature for 120 minutes. The reaction mixture was neutralised by dilute sodium hydroxide solution and 20 ml of water was added and extracted with 20 ml of chloroform twice. The extracts were combined and concentrated to a small volume in vacuo. The concentrate was chromatographed by a column packed with silica gel (chloroform:methanol, 95:5). The fractions cont... Reactants: CCO, [K+], [OH-], CCCCCCCCCC(O)C#CC(=O)OCC. The product is CCCCCCCCCC(O)C#CC(=O)O. Reaction SMILES: [CH3:21][CH2:22][OH:23].[K+:2].[OH-:1].[OH:3][CH:4]([C:5]#[C:6][C:7](=[O:8])[O:9][CH2:10][CH3:11])[CH2:12][CH2:13][CH2:14][CH2:15][CH2:16][CH2:17][CH2:18][CH2:19][CH3:20]>>[OH:3][CH:4]([C:5]#[C:6][C:7](=[O:8])[OH:9])[CH2:12][CH2:13][CH2:14][CH2:15][CH2:16][CH2:17][CH2:18][CH2:19][CH3:20].